Dataset: the Open Reaction Database (ORD), a public repository of structured organic reaction records. Task: describe an organic reaction: reactants, conditions, products, and yield Starting materials: O1C(=CC=C1)C1=NC(=NC(=C1)SC)N (4-furan-2-yl-6-methylsulfanyl-pyrimidin-2-ylamine), M{35Cl} H+, ClN1C(CCC1=O)=O (N-chlorosuccinimide), M{37Cl} H+. The solvent is C(C)(=O)O (acetic acid). Yields the product ClC=1C(=NC(=NC1SC)N)C=1OC=CC1 (5-Chloro-4-furan-2-yl-6-methylsulfanyl-pyrimidin-2-ylamine). Reaction SMILES: [O:1]1[CH:5]=[CH:4][CH:3]=[C:2]1[C:6]1[CH:11]=[C:10]([S:12][CH3:13])[N:9]=[C:8]([NH2:14])[N:7]=1.[Cl:15]N1C(=O)CCC1=O>C(O)(=O)C>[Cl:15][C:11]1[C:6]([C:2]2[O:1][CH:5]=[CH:4][CH:3]=2)=[N:7][C:8]([NH2:14])=[N:9][C:10]=1[S:12][CH3:13]. Procedure details: From 4-furan-2-yl-6-methylsulfanyl-pyrimidin-2-ylamine and N-chlorosuccinimide in acetic acid. ES-MS m/e (%): 244 (M{37Cl}+H+, 40), 242 (M{35Cl}+H+, 100). The reactants are O=C([O-])O, CCOC(C)=O, CC(C)=O, Cl, [Na+], [Na+], [OH-], O, CSC(C)(C)C(NC(=O)OCC1c2ccccc2-c2ccccc21)C(=O)O. Product: CC(C)(C(NC(=O)OCC1c2ccccc2-c2ccccc21)C(=O)O)S(C)(=O)=O. As a reaction SMILES: [C:28](=[O:29])([OH:30])[O-:31].[CH3:37][CH2:38][O:39][C:40](=[O:41])[CH3:42].[CH3:43][C:44](=[O:45])[CH3:46].[ClH:35].[Na+:32].[Na+:34].[OH-:33].[OH2:36].[cH:1]1[cH:2][cH:3][cH:4][c:5]2[c:13]1[CH:12]([CH2:14][O:15][C:16](=[O:17])[NH:18][CH:19]([C:20]([CH3:21])([CH3:22])[S:23][CH3:24])[C:25](=[O:26])[OH:27])[c:11]1[c:6]-2[cH:7][cH:8][cH:9][cH:10]1>>[cH:1]1[cH:2][cH:3][cH:4][c:5]2[c:13]1[CH:12]([CH2:14][O:15][C:16](=[O:17])[NH:18][CH:19]([C:20]([CH3:21])([CH3:22])[S:23]([CH3:24])(=[O:33])=[O:36])[C:25](=[O:26])[OH:27])[c:11]1[c:6]-2[cH:7][cH:8][cH:9][cH:10]1.